Dataset: the Open Reaction Database (ORD), a public repository of structured organic reaction records. Task: describe an organic reaction: reactants, conditions, products, and yield The reactants are CO, CCOC(=O)c1cc(OC)c2ccn(C3CC3)c2c1, Cl. Yields the product COc1cc(C(=O)O)cc2c1ccn2C1CC1. As a reaction SMILES: [CH3:21][OH:22].[CH:1]1([n:4]2[cH:5][cH:6][c:7]3[c:8]([O:18][CH3:19])[cH:9][c:10]([C:13](=[O:14])[O:15][CH2:16][CH3:17])[cH:11][c:12]23)[CH2:2][CH2:3]1.[ClH:20]>>[CH:1]1([n:4]2[cH:5][cH:6][c:7]3[c:8]([O:18][CH3:19])[cH:9][c:10]([C:13](=[O:14])[OH:15])[cH:11][c:12]23)[CH2:2][CH2:3]1.